From a dataset of the Open Reaction Database (ORD), a public repository of structured organic reaction records. describe an organic reaction: reactants, conditions, products, and yield Reactants: O=C([O-])O, O=C(O)C12CC3CC(CC(C3)C1)C2, ClCCl, [Cl-], O=C(OC(=O)C(F)(F)F)C(F)(F)F, [Na+], [Na+], O, O=C(O)C(F)(F)F, O=S(=O)([O-])CCO, c1ccc([S+](c2ccccc2)c2ccccc2)cc1. Product: O=C(OCCS(=O)(=O)[O-])C12CC3CC(CC(C3)C1)C2, c1ccc([S+](c2ccccc2)c2ccccc2)cc1. As a reaction SMILES: [C:55](=[O:56])([OH:57])[O-:58].[C:9]12([C:19](=[O:20])[OH:21])[CH2:10][CH:11]3[CH2:12][CH:13]([CH2:14][CH:15]([CH2:16]1)[CH2:17]3)[CH2:18]2.[CH2:67]([Cl:68])[Cl:69].[Cl-:35].[F:22][C:23]([F:24])([F:25])[C:26]([O:27][C:28](=[O:29])[C:30]([F:31])([F:32])[F:33])=[O:34].[Na+:59].[Na+:8].[OH2:70].[OH:60][C:61]([C:62]([F:63])([F:64])[F:65])=[O:66].[S:1](=[O:2])(=[O:3])([O-:4])[CH2:5][CH2:6][OH:7].[c:36]1([S+:42]([c:43]2[cH:44][cH:45][cH:46][cH:47][cH:48]2)[c:49]2[cH:50][cH:51][cH:52][cH:53][cH:54]2)[cH:37][cH:38][cH:39][cH:40][cH:41]1>>[S:1](=[O:2])(=[O:3])([O-:4])[CH2:5][CH2:6][O:7][C:19]([C:9]12[CH2:10][CH:11]3[CH2:12][CH:13]([CH2:14][CH:15]([CH2:16]1)[CH2:17]3)[CH2:18]2)=[O:20].[c:36]1([S+:42]([c:43]2[cH:44][cH:45][cH:46][cH:47][cH:48]2)[c:49]2[cH:50][cH:51][cH:52][cH:53][cH:54]2)[cH:37][cH:38][cH:39][cH:40][cH:41]1. Reactants: CC(=CCNC1=C2NC=NC2=NC=N1)C (6-[(3-methylbut-2-en-1-yl)amino]purine), BrCCBr (1,2-dibromoethane), C(=O)([O-])[O-].[K+].[K+] (K2CO3), C(C)(=O)OCC (ethyl acetate). Procedure details: Mixture of 6-[(3-methylbut-2-en-1-yl)amino]purine (2 g, 9.8 mmol), 1,2-dibromoethane (12.94 g, 6 ml, 69 mmol) and K2CO3 (2.5 g, 24 mmol) was stirred in 50 ml DMSO for 12 h. Reaction mixture was poured onto drift ice and after ice dissolution 30 ml ethyl acetate was added. Ethyl acetate layer was purified by charcoal and SiO2 and then it was evaporated in vacuo. The pure product was recrystallised from methanol; yellow solid was obtained. Yield: 70%. 1H NMR (DMSO-d6): 1.75 (3H, s), 1.59 (3H, s), ... Isolated yield 70.0%. Run in CS(=O)C (DMSO). As a reaction SMILES: [CH3:1][C:2]([CH3:15])=[CH:3][CH2:4][NH:5][C:6]1[N:14]=[CH:13][N:12]=[C:11]2[C:7]=1[NH:8][CH:9]=[N:10]2.[Br:16][CH2:17][CH2:18]Br.C([O-])([O-])=O.[K+].[K+].C(OCC)(=O)C>CS(C)=O>[CH3:1][C:2]([CH3:15])=[CH:3][CH2:4][NH:5][C:6]1[N:14]=[CH:13][N:12]=[C:11]2[C:7]=1[N:8]=[CH:9][N:10]2[CH2:18][CH2:17][Br:16] |f:2.3.4|. Product: CC(=CCNC1=C2N=CN(C2=NC=N1)CCBr)C (6-[(3-methylbut-2-en-1-yl)amino]-9-(2-bromoethyl)purine). The reactants are resultant mixture, C([O-])([O-])=O.[K+].[K+] (Potassium carbonate), O1C=C(C=C1)C=1C(=C(C(=O)OC)C(=CC1)CS(=O)(=NC(C(F)(F)F)=O)C1=CC=CC=C1)OC (methyl 3-(furan-3-yl)-2-methoxy-6-{[S-phenyl-N-(trifluoroacetyl)sulphonimidoyl]methyl)benzoate), O1C=C(C=C1)C=1C(=C(C(=O)OC)C(=CC1)CS(=O)(=NC(C(F)(F)F)=O)C1=CC=CC=C1)OC (methyl 3-(furan-3-yl)-2-methoxy-6-{[S-phenyl-N-(trifluoroacetyl)sulphonimidoyl]methyl)benzoate). Run in CO (methanol). The product is O1C=C(C=C1)C=1C=CC2=C(C(N=S(C2)(C2=CC=CC=C2)=O)=O)C1OC (6-(furan-3-yl)-5-methoxy-2-oxo-2-phenyl-1H-2-λ*6*-benzo[d][1,2]thiazin-4-one). RXN SMILES: C(=O)([O-])[O-].[K+].[K+].[O:7]1[CH:11]=[CH:10][C:9]([C:12]2[C:13]([O:38][CH3:39])=[C:14]([C:19]([CH2:22][S:23]([C:32]3[CH:37]=[CH:36][CH:35]=[CH:34][CH:33]=3)(=[N:25][C:26](=[O:31])C(F)(F)F)=[O:24])=[CH:20][CH:21]=2)C(OC)=O)=[CH:8]1>CO>[O:7]1[CH:11]=[CH:10][C:9]([C:12]2[CH:21]=[CH:20][C:19]3[CH2:22][S:23](=[O:24])([C:32]4[CH:37]=[CH:36][CH:35]=[CH:34][CH:33]=4)=[N:25][C:26](=[O:31])[C:14]=3[C:13]=2[O:38][CH3:39])=[CH:8]1 |f:0.1.2|. Procedure: Potassium carbonate (1.38 g) was added to a stirred solution of methyl 3-(furan-3-yl)-2-methoxy-6-{[S-phenyl-N-(trifluoroacetyl)sulphonimidoyl]methyl)benzoate (Intermediate 215) in methanol (20 ml) and the resultant mixture was stirred at room temperature for 1 hour. The mixture was evaporated to dryness and ethyl acetate and water were added to the residue. The organic layer was separated, dried (Na2SO4) and filtered. The filtrate was evaporated to dryness and the residue was purified by chroma... Run in C1(=CC=CC=C1)C (toluene). Reactants: ClC1=CC=C2\C(\C(NC2=C1)=O)=C/C(C)(C)C (E-6-chloro-3-(2,2-dimethyl-propylidene)-1,3-dihydro-indol-2-one), ClC=1C=C(C=CC1)C=NC(=C)O[Si](C)(C)C (1-(3-chlorophenyl)-3-trimethylsilyloxy-2-aza-1,3-butadiene). Reaction SMILES: [Cl:1][C:2]1[CH:10]=[C:9]2[C:5](/[C:6](=[CH:12]\[C:13]([CH3:16])([CH3:15])[CH3:14])/[C:7](=[O:11])[NH:8]2)=[CH:4][CH:3]=1.[Cl:17][C:18]1[CH:19]=[C:20]([CH:24]=[N:25][C:26]([O:28][Si](C)(C)C)=[CH2:27])[CH:21]=[CH:22][CH:23]=1>C1(C)C=CC=CC=1>[C:13]([CH:12]1[CH2:27][C:26](=[O:28])[NH:25][CH:24]([C:20]2[CH:21]=[CH:22][CH:23]=[C:18]([Cl:17])[CH:19]=2)[C:6]21[C:5]1[C:9](=[CH:10][C:2]([Cl:1])=[CH:3][CH:4]=1)[NH:8][C:7]2=[O:11])([CH3:16])([CH3:15])[CH3:14]. The product is C(C)(C)(C)C1C2(C(NC(C1)=O)C1=CC(=CC=C1)Cl)C(NC1=CC(=CC=C12)Cl)=O (racemic (2′SR,3S,4′R)-4′-(tert-butyl)-6-chloro-2′-(3-chlorophenyl)spiro[3H-indole-3,3′-piperidine]-2,6′(1H)-dione). Procedure details: In a manner similar to the method described in example 1c, E-6-chloro-3-(2,2-dimethyl-propylidene)-1,3-dihydro-indol-2-one (0.23 g, 1 mmol) was reacted with 1-(3-chlorophenyl)-3-trimethylsilyoxy-2-aza-1,3-butadiene (0.63 g, 2.5 mmol) prepared in example 1b, in toluene to give racemic (2′SR,3S,4′R)-4′-(tert-butyl)-6-chloro-2′-(3-chlorophenyl)spiro[3H-indole-3,3′-piperidine]-2,6′(1H)-dione as a mixture of two sets of diastereomers (Yield 0.21 g, 50%).